Dataset: the Open Reaction Database (ORD), a public repository of structured organic reaction records. Task: describe an organic reaction: reactants, conditions, products, and yield Reactants: CC1(c2cc(N=C(c3ccccc3)c3ccccc3)ccc2F)COCC(=S)N1, Cl. Product: CC1(c2cc(N)ccc2F)COCC(=S)N1. As a reaction SMILES: [C:1]([c:2]1[cH:3][cH:4][cH:5][cH:6][cH:7]1)([c:8]1[cH:9][cH:10][cH:11][cH:12][cH:13]1)=[N:14][c:15]1[cH:16][cH:17][c:18]([F:29])[c:19]([C:21]2([CH3:28])[NH:22][C:23](=[S:27])[CH2:24][O:25][CH2:26]2)[cH:20]1.[ClH:30]>>[NH2:14][c:15]1[cH:16][cH:17][c:18]([F:29])[c:19]([C:21]2([CH3:28])[NH:22][C:23](=[S:27])[CH2:24][O:25][CH2:26]2)[cH:20]1. Reactants: C(C(C)C)C(=O)CC(C)C (diisobutyl ketone), ClC(C(=O)Cl)Cl (dichloroacetyl chloride), 89, CC(C)=C(C)C (2,3-dimethyl-2-butene). The reagents and catalysts are [Zn] (zinc), [Zn] (zinc), [Zn] (zinc). The product is CC1(C(C1(C)C)C(=O)O)C (2,2,3,3-tetramethylcyclopropanecarboxylic acid). RXN SMILES: C([C:5]([CH2:7][CH:8]([CH3:10])[CH3:9])=[O:6])C(C)C.[CH3:11][C:12](=[C:14](C)C)C.ClC(Cl)C(Cl)=[O:20]>[Zn]>[CH3:11][C:12]1([CH3:14])[C:8]([CH3:9])([CH3:10])[CH:7]1[C:5]([OH:6])=[O:20]. Reported procedure: Experiments 4, 5, 6, 7 and 8 were conducted in the same way as experiments 2 and 3. The details are stated in the table; the zinc particles had a largest dimension below 0.01 mm, see column 5. The diisobutyl ketone used in experiments 6 and 7 had a purity of 89 and 90%, respectively. At the end of experiments 4, 5, 6 and 7 the reaction mixture was free from dispersed zinc, see column 10, indicating that the zinc had been fully converted. The conversions of 2,3-dimethyl-2-butene and dichloroacety...